This data is from the Open Reaction Database (ORD), a public repository of structured organic reaction records. The task is: describe an organic reaction: reactants, conditions, products, and yield The reactants are CO, CCOC(C)=O, Cc1c[n+]([O-])c(C)c(C)c1[N+](=O)[O-], Cl, [Na]. The product is COc1c(C)c[n+]([O-])c(C)c1C. Reaction SMILES: [CH3:16][OH:17].[CH3:18][CH2:19][O:20][C:21](=[O:22])[CH3:23].[CH3:2][c:3]1[n+:4]([O-:14])[cH:5][c:6]([CH3:13])[c:7]([N+:10]([O-:11])=[O:12])[c:8]1[CH3:9].[ClH:15].[Na:1]>>[CH3:2][c:3]1[n+:4]([O-:14])[cH:5][c:6]([CH3:13])[c:7]([O:17][CH3:16])[c:8]1[CH3:9]. Reactants: C1(CC1)C(=O)Cl (cyclopropanecarbonyl chloride), NC1CN(C2N(C1=O)C(C(N(C2)C(C)C)=O)CC2=CC=C(C=C2)Cl)S(=O)(=O)C2=C(C=CC(=C2)Cl)OC (3-amino-6-(4-chlorobenzyl)-1-(5-chloro-2-methoxybenzenesulfonyl)-8-isopropylhexahydropyrazino[1,2-a]pyrimidine-4,7-dione), C(C)(C)N(CC)C(C)C (diisopropylethylamine). Run in ClCCl (dichloromethane). Reaction conditions: time 2 hour. The product is ClC1=CC=C(CC2C(N(CC3N2C(C(CN3S(=O)(=O)C3=C(C=CC(=C3)Cl)OC)NC(=O)C3CC3)=O)C(C)C)=O)C=C1 (N-[6-(4-Chlorobenzyl)-1-(5-chloro-2-methoxybenzenesulfonyl)-8-isopropyl-4,7-dioxooctahydropyrazino[1,2-a]pyrimidin-3-yl]cyclopropanecarboxamide). Yield: 67.4%. Reaction SMILES: [CH:1]1([C:4](Cl)=[O:5])[CH2:3][CH2:2]1.[NH2:7][CH:8]1[C:13](=[O:14])[N:12]2[CH:15]([CH2:23][C:24]3[CH:29]=[CH:28][C:27]([Cl:30])=[CH:26][CH:25]=3)[C:16](=[O:22])[N:17]([CH:19]([CH3:21])[CH3:20])[CH2:18][CH:11]2[N:10]([S:31]([C:34]2[CH:39]=[C:38]([Cl:40])[CH:37]=[CH:36][C:35]=2[O:41][CH3:42])(=[O:33])=[O:32])[CH2:9]1.C(N(C(C)C)CC)(C)C>ClCCl>[Cl:30][C:27]1[CH:28]=[CH:29][C:24]([CH2:23][CH:15]2[N:12]3[C:13](=[O:14])[CH:8]([NH:7][C:4]([CH:1]4[CH2:3][CH2:2]4)=[O:5])[CH2:9][N:10]([S:31]([C:34]4[CH:39]=[C:38]([Cl:40])[CH:37]=[CH:36][C:35]=4[O:41][CH3:42])(=[O:33])=[O:32])[CH:11]3[CH2:18][N:17]([CH:19]([CH3:21])[CH3:20])[C:16]2=[O:22])=[CH:25][CH:26]=1. Reported procedure: 11 mg (0.105 mmol) of cyclopropanecarbonyl chloride are added to a solution of 3-amino-6-(4-chlorobenzyl)-1-(5-chloro-2-methoxybenzenesulfonyl)-8-isopropylhexahydropyrazino[1,2-a]pyrimidine-4,7-dione (56 mg, 0.10 mmol) in 1 ml of dichloromethane and 26 mg (0.20 mmol) of diisopropylethylamine. After stirring at room temperature for two hours, the reaction mixture is purified by chromatography on 1 g of silica gel (eluent EtOAc/DCM; gradient 0-20%). 42 mg of the desired product are obtained. Reactants: B (borane), C1(CC1)C=C1C(NC2=CC=CC=C12)=O (3-cyclopropylmethylene-1,3-dihydro-indol-2-one), CO (methanol), Cl (hydrochloric acid). Solvent: C1CCOC1 (THF), C1CCOC1 (THF). The product is C1(CC1)CC1CNC2=CC=CC=C12 (3-cyclopropylmethyl-2,3-dihydro-1H-indole). RXN SMILES: [CH:1]1([CH:4]=[C:5]2[C:13]3[C:8](=[CH:9][CH:10]=[CH:11][CH:12]=3)[NH:7][C:6]2=O)[CH2:3][CH2:2]1.B.CO.Cl>C1COCC1>[CH:1]1([CH2:4][CH:5]2[C:13]3[C:8](=[CH:9][CH:10]=[CH:11][CH:12]=3)[NH:7][CH2:6]2)[CH2:2][CH2:3]1. Procedure details: 1.0 g (5.4 mmol) 3-cyclopropylmethylene-1,3-dihydro-indol-2-one were placed in 50 mL THF. 12 mL (12 mmol) 1M borane in THF was slowly added dropwise. The reaction mixture was refluxed for 3 h. After cooling to RT 10 mL methanol and 15 mL semi-concentrated aqueous hydrochloric acid solution were successively added dropwise and then the mixture was refluxed for 3 h. After cooling to RT it was extracted with EtOAc. The aqueous phase was made alkaline with aqueous 4M sodium hydroxide solution and ex... Starting materials: CC(C)(C)OC(=O)N1CC(F)CC1C(=O)O, C1CCOC1. The product is CC(C)(C)OC(=O)N1CC(F)CC1CO. Reaction SMILES: [C:1]([CH3:2])([CH3:3])([CH3:4])[O:5][C:6](=[O:7])[N:8]1[CH:9]([C:14](=[O:15])[OH:16])[CH2:10][CH:11]([F:13])[CH2:12]1.[CH2:17]1[O:18][CH2:19][CH2:20][CH2:21]1>>[C:1]([CH3:2])([CH3:3])([CH3:4])[O:5][C:6](=[O:7])[N:8]1[CH:9]([CH2:14][OH:15])[CH2:10][CH:11]([F:13])[CH2:12]1. The reactants are CCO, CC(C)Nc1ccc(Cl)cc1[N+](=O)[O-], Cl, N, [Zn]. Product: CC(C)Nc1ccc(Cl)cc1N. RXN SMILES: [CH3:17][CH2:18][OH:19].[Cl:1][c:2]1[cH:3][c:4]([N+:12]([O-:13])=[O:14])[c:5]([NH:6][CH:7]([CH3:8])[CH3:9])[cH:10][cH:11]1.[ClH:15].[NH3:16].[Zn:20]>>[Cl:1][c:2]1[cH:3][c:4]([NH2:12])[c:5]([NH:6][CH:7]([CH3:8])[CH3:9])[cH:10][cH:11]1.